From a dataset of the Open Reaction Database (ORD), a public repository of structured organic reaction records. describe an organic reaction: reactants, conditions, products, and yield The reactants are NC1=C2N=CN(C2=NC(=N1)Cl)CC1=CC=CC=C1 (6-Amino-9-benzyl-2-chloropurine), CC[O-].[Na+] (sodium ethylate). Run in C(C)O (ethanol). Conditions: time 20 hour. Yields the product NC1=C2N=CN(C2=NC(=N1)OCC)CC1=CC=CC=C1 (6-Amino-9-benzyl-2-ethoxypurine). The yield is 72.8%. RXN SMILES: [NH2:1][C:2]1[N:10]=[C:9](Cl)[N:8]=[C:7]2[C:3]=1[N:4]=[CH:5][N:6]2[CH2:12][C:13]1[CH:18]=[CH:17][CH:16]=[CH:15][CH:14]=1.[CH3:19][CH2:20][O-:21].[Na+]>C(O)C>[NH2:1][C:2]1[N:10]=[C:9]([O:21][CH2:20][CH3:19])[N:8]=[C:7]2[C:3]=1[N:4]=[CH:5][N:6]2[CH2:12][C:13]1[CH:18]=[CH:17][CH:16]=[CH:15][CH:14]=1 |f:1.2|. Procedure details: 6-Amino-9-benzyl-2-chloropurine (200 mg, 0.77 mmol) and sodium ethylate (262 mg, 3.85 mmol) were dissolved in ethanol (20 ml) and then the solution was refluxed on heating under stirring for 20 hours. The reaction mixture was evaporated in vacuo to dryness. To the residue was added water and the mixture was extracted with chloroform. The organic layer was dried on sodium sulfate and evaporated in vacuo to dryness. The residue was purified with silica gel chromatography (2% methanol/chloroform) t... Reactants: ClC=1C=C(C(=O)OCC)C=CC1NC(COCC(=O)O)C (ethyl 3-chloro-4-[2-(hydroxycarbonylmethoxy)-1-methyl-ethylamino]-benzoate), S(=O)(Cl)Cl (thionyl chloride), CN(C)C=O (DMF). The solvent is ClCCl (dichloromethane). The product is ClC=1C=C(C(=O)OCC)C=CC1N1C(COCC1C)=O (ethyl 3-chloro-4-(5-methyl-morpholin-3-on-4-yl)-benzoate). Reaction SMILES: [Cl:1][C:2]1[CH:3]=[C:4]([CH:10]=[CH:11][C:12]=1[NH:13][CH:14]([CH3:21])[CH2:15][O:16][CH2:17][C:18](O)=[O:19])[C:5]([O:7][CH2:8][CH3:9])=[O:6].S(Cl)(Cl)=O.CN(C=O)C>ClCCl>[Cl:1][C:2]1[CH:3]=[C:4]([CH:10]=[CH:11][C:12]=1[N:13]1[CH:14]([CH3:21])[CH2:15][O:16][CH2:17][C:18]1=[O:19])[C:5]([O:7][CH2:8][CH3:9])=[O:6]. Procedure details: Prepared analogously to Example 41c from ethyl 3-chloro-4-[2-(hydroxycarbonylmethoxy)-1-methyl-ethylamino]-benzoate and thionyl chloride with DMF in dichloromethane. The reactants are C=CCC1(C(=O)OCC)CCC(O[Si](C)(C)C(C)(C)C)CC1, CCOC(=O)C1(C)CCC(O)CC1. Product: C=CCC1(C(=O)OCC)CCC(O)CC1. As a reaction SMILES: [CH2:1]([CH3:2])[O:3][C:4](=[O:5])[C:6]1([CH2:20][CH:21]=[CH2:22])[CH2:7][CH2:8][CH:9]([O:12][Si:13]([C:14]([CH3:15])([CH3:16])[CH3:17])([CH3:18])[CH3:19])[CH2:10][CH2:11]1.[OH:23][CH:24]1[CH2:25][CH2:26][C:27]([CH3:28])([C:29]([O:30][CH2:31][CH3:32])=[O:33])[CH2:34][CH2:35]1>>[CH2:1]([CH3:2])[O:3][C:4](=[O:5])[C:6]1([CH2:20][CH:21]=[CH2:22])[CH2:7][CH2:8][CH:9]([OH:12])[CH2:10][CH2:11]1.